Dataset: the Open Reaction Database (ORD), a public repository of structured organic reaction records. Task: describe an organic reaction: reactants, conditions, products, and yield The reactants are CN1CCOCC1 (N-methylmorpholine), Cl.C(C)N=C=NCCCN(C)C (1-ethyl-3-(3dimethylaminopropyl)carbodiimide hydrochloride), C(C)(C)(C)OC(=O)NC=1SC=C(N1)/C(/C(=O)O)=N/OC(C1=CC=CC=C1)(C1=CC=CC=C1)C1=CC=CC=C1 ((Z)-2-(2-t-butoxycarbonylaminothiazol-4-yl)-2-trityloxyiminoacetic acid), Cl.C1(=CC=CC=C1)C(C1=CC=CC=C1)OC(=O)C1=C(CS[C@H]2N1C([C@H]2N)=O)OS(=O)(=O)C (7β-amino-3-methanesulfonyloxy-3-cephem-4-carboxylic acid diphenylmethyl ester hydrochloride). Run in ClCCl (dichloromethane), O (water). Run at time 50 minute. The product is C1(=CC=CC=C1)C(C1=CC=CC=C1)OC(=O)C1=C(CS[C@H]2N1C([C@H]2NC(\C(=N/OC(C2=CC=CC=C2)(C2=CC=CC=C2)C2=CC=CC=C2)\C=2N=C(SC2)NC(=O)OC(C)(C)C)=O)=O)OS(=O)(=O)C (7β-[(Z)-2-(2-t-butoxycarbonylaminothiazol-4-yl)- 2-trityloxyiminoacetamido]-3-methanesulfonyloxy-3-cephem-4-carboxylic acid diphenylmethyl ester). The yield is 0.6%. Reaction SMILES: [C:1]([O:5][C:6]([NH:8][C:9]1[S:10][CH:11]=[C:12](/[C:14](=[N:18]/[O:19][C:20]([C:33]2[CH:38]=[CH:37][CH:36]=[CH:35][CH:34]=2)([C:27]2[CH:32]=[CH:31][CH:30]=[CH:29][CH:28]=2)[C:21]2[CH:26]=[CH:25][CH:24]=[CH:23][CH:22]=2)/[C:15](O)=[O:16])[N:13]=1)=[O:7])([CH3:4])([CH3:3])[CH3:2].CN1CCOCC1.Cl.[C:47]1([CH:53]([O:60][C:61]([C:63]2[N:68]3[C:69](=[O:72])[C@@H:70]([NH2:71])[C@H:67]3[S:66][CH2:65][C:64]=2[O:73][S:74]([CH3:77])(=[O:76])=[O:75])=[O:62])[C:54]2[CH:59]=[CH:58][CH:57]=[CH:56][CH:55]=2)[CH:52]=[CH:51][CH:50]=[CH:49][CH:48]=1.Cl.C(N=C=NCCCN(C)C)C>ClCCl.O>[C:47]1([CH:53]([O:60][C:61]([C:63]2[N:68]3[C:69](=[O:72])[C@@H:70]([NH:71][C:15](=[O:16])/[C:14](/[C:12]4[N:13]=[C:9]([NH:8][C:6]([O:5][C:1]([CH3:3])([CH3:2])[CH3:4])=[O:7])[S:10][CH:11]=4)=[N:18]\[O:19][C:20]([C:27]4[CH:32]=[CH:31][CH:30]=[CH:29][CH:28]=4)([C:21]4[CH:26]=[CH:25][CH:24]=[CH:23][CH:22]=4)[C:33]4[CH:38]=[CH:37][CH:36]=[CH:35][CH:34]=4)[C@H:67]3[S:66][CH2:65][C:64]=2[O:73][S:74]([CH3:77])(=[O:76])=[O:75])=[O:62])[C:54]2[CH:55]=[CH:56][CH:57]=[CH:58][CH:59]=2)[CH:48]=[CH:49][CH:50]=[CH:51][CH:52]=1 |f:2.3,4.5|. Procedure: To a suspension of (Z)-2-(2-t-butoxycarbonylaminothiazol-4-yl)-2-trityloxyiminoacetic acid (41.7 g : 78.8 mMol.) in dichloromethane (600 ml) is added at -30° C. N-methylmorpholine (7.575 g : 75 mMol.), and the mixture is stirred for 10 minutes, mixed with 7β-amino-3-methanesulfonyloxy-3-cephem-4-carboxylic acid diphenylmethyl ester hydrochloride (37.27 g : 75 mMol.), is stirred at the same temperature for 50 minutes, mixed with 1-ethyl-3-(3dimethylaminopropyl)carbodiimide hydrochloride (14.38 g ... The reactants are ClC=1C=C(N)C=C(C1)Cl (3,5-dichloroaniline), C(C)C(C(=O)[O-])=O (ethylglyoxalate), C\C=C/C1=C(OC)C=C(OC)C(OC)=C1 (β-asaron), FC(C(=O)O)(F)F (trifluoroacetic acid). Solvent: C(C)#N (acetonitrile). The product is C(C)OC(=O)C1NC2=CC(=CC(=C2C(C1C)C1=C(C=C(C(=C1)OC)OC)OC)Cl)Cl (5,7-dichloro-3-methyl-4-(2,4,5-trimethoxyphenyl)-1 ,2,3,4-tetrahydroquinoline-2-carboxylic Acid Ethyl Ester). RXN SMILES: [Cl:1][C:2]1[CH:3]=[C:4]([CH:6]=[C:7]([Cl:9])[CH:8]=1)[NH2:5].[CH2:10](C(=O)C([O-])=O)[CH3:11].[CH3:17]/[CH:18]=[CH:19]\[C:20]1[CH:31]=[C:28]([O:29][CH3:30])[C:25]([O:26][CH3:27])=[CH:24][C:21]=1[O:22][CH3:23].F[C:33](F)(F)[C:34]([OH:36])=[O:35]>C(#N)C>[CH2:10]([O:36][C:34]([CH:33]1[CH:18]([CH3:17])[CH:19]([C:20]2[CH:31]=[C:28]([O:29][CH3:30])[C:25]([O:26][CH3:27])=[CH:24][C:21]=2[O:22][CH3:23])[C:3]2[C:4](=[CH:6][C:7]([Cl:9])=[CH:8][C:2]=2[Cl:1])[NH:5]1)=[O:35])[CH3:11]. Procedure: Compound 47 was prepared by the basic process from 5.0 mmol 3,5-dichloroaniline, 5.5 mmol ethylglyoxalate solution (50% toluene), 15.0 mmol β-asaron and 5.0 mmol trifluoroacetic acid in 30.0 ml acetonitrile.